Dataset: the Open Reaction Database (ORD), a public repository of structured organic reaction records. Task: describe an organic reaction: reactants, conditions, products, and yield Starting materials: C(C)(C)(C)OC(=O)NCC(=O)NC(CC1=CC=C(OC2=CC=C(CC3C(NC(S3)=O)=O)C=C2)C=C1)C(=O)OC (5-[4-(4-(2-(2-t-butoxycarbonylaminoacetamido)-2-methoxycarbonylethyl)phenoxy)benzyl]thiazolidin-2,4-dione), Cl (HCl). Solvent: ClCCl (dichloromethane). The product is Cl.NCC(=O)NC(CC1=CC=C(OC2=CC=C(CC3C(NC(S3)=O)=O)C=C2)C=C1)C(=O)OC (5-[4-(4-(2-(2-Aminoacetamido)-2-methoxycarbonylethyl)phenoxy)benzyl]thiazolidin-2,4-dione hydrochloride). Yield: 78.8%. Reaction SMILES: C(OC([NH:8][CH2:9][C:10]([NH:12][CH:13]([C:36]([O:38][CH3:39])=[O:37])[CH2:14][C:15]1[CH:35]=[CH:34][C:18]([O:19][C:20]2[CH:33]=[CH:32][C:23]([CH2:24][CH:25]3[S:29][C:28](=[O:30])[NH:27][C:26]3=[O:31])=[CH:22][CH:21]=2)=[CH:17][CH:16]=1)=[O:11])=O)(C)(C)C.[ClH:40]>ClCCl>[ClH:40].[NH2:8][CH2:9][C:10]([NH:12][CH:13]([C:36]([O:38][CH3:39])=[O:37])[CH2:14][C:15]1[CH:35]=[CH:34][C:18]([O:19][C:20]2[CH:33]=[CH:32][C:23]([CH2:24][CH:25]3[S:29][C:28](=[O:30])[NH:27][C:26]3=[O:31])=[CH:22][CH:21]=2)=[CH:17][CH:16]=1)=[O:11] |f:3.4|. Reported procedure: A solution of 5-[4-(4-(2-(2-t-butoxycarbonylaminoacetamido)-2-methoxycarbonylethyl)phenoxy)benzyl]thiazolidin-2,4-dione (0.73 g, 1.31 mmol) in dichloromethane (30 ml) was bubbled with HCl gas at −10° C. for 1.25 h. The excess HCl gas was removed by N2 bubbling and the solvent was removed by distillation to provide the title compound (0.51 g, yield 78.8%).